From a dataset of the Open Reaction Database (ORD), a public repository of structured organic reaction records. describe an organic reaction: reactants, conditions, products, and yield Reactants: suspension, C([O-])([O-])=O.[Na+].[Na+] (sodium carbonate), COC=1C=C(C=C(C1OC)OC)B(O)O (3,4,5-Trimethoxyphenylboronic acid), ClC1=CC=C(S1)C=O (5-chlorothiophene-2-carboaldehyde), C1(=CC=CC=C1)C (toluene). The reagents and catalysts are C=1C=CC(=CC1)[P](C=2C=CC=CC2)(C=3C=CC=CC3)[Pd]([P](C=4C=CC=CC4)(C=5C=CC=CC5)C=6C=CC=CC6)([P](C=7C=CC=CC7)(C=8C=CC=CC8)C=9C=CC=CC9)[P](C=1C=CC=CC1)(C=1C=CC=CC1)C=1C=CC=CC1 (Tetrakis(triphenylphosphine)palladium(0)). Run in C1CCOC1 (THF), C(C)(=O)OCC (ethyl acetate). Conditions: temperature 90 celsius, time 5 hour. The product is COC=1C=C(C=C(C1OC)OC)C1=CC=C(S1)C=O (5-(3,4,5-Trimethoxyphenyl)thiophene-2-carboaldehyde). Reaction SMILES: [CH3:1][O:2][C:3]1[CH:4]=[C:5](B(O)O)[CH:6]=[C:7]([O:11][CH3:12])[C:8]=1[O:9][CH3:10].Cl[C:17]1[S:21][C:20]([CH:22]=[O:23])=[CH:19][CH:18]=1.C1(C)C=CC=CC=1.C(=O)([O-])[O-].[Na+].[Na+]>C1C=CC([P]([Pd]([P](C2C=CC=CC=2)(C2C=CC=CC=2)C2C=CC=CC=2)([P](C2C=CC=CC=2)(C2C=CC=CC=2)C2C=CC=CC=2)[P](C2C=CC=CC=2)(C2C=CC=CC=2)C2C=CC=CC=2)(C2C=CC=CC=2)C2C=CC=CC=2)=CC=1.C(OCC)(=O)C.C1COCC1>[CH3:1][O:2][C:3]1[CH:4]=[C:5]([C:17]2[S:21][C:20]([CH:22]=[O:23])=[CH:19][CH:18]=2)[CH:6]=[C:7]([O:11][CH3:12])[C:8]=1[O:9][CH3:10] |f:3.4.5,^1:40,42,61,80|. Reported procedure: 3,4,5-Trimethoxyphenylboronic acid (848 mg) and 5-chlorothiophene-2-carboaldehyde (764 mg) were suspended in a mixed solvent of toluene (20 mL) and THF (15 mL), and to the suspension 2 M sodium carbonate (8 mL) was added. Tetrakis(triphenylphosphine)palladium(0) (231 mg) was added to the mixture under an argon atmosphere, and the mixture was stirred at 90° C. for 5 hours as it is. After allowing the reaction mixture to cool, ethyl acetate was added to the reaction mixture to separate an organic ... Reactants: C(C)(C)NS(=O)(=O)C1=CC=C2C(C(=O)OC(N2)=O)=C1 (5-(N-Isopropylsulfamoyl)-isatoic anhydride), ClC1=C(C(=O)O)C=C(C=C1)S(=O)(=O)Cl (2-chloro-5-chlorosulfonyl-benzoic acid). Product: ClC1=C(C(=O)O)C=C(C=C1)S(NC(C)C)(=O)=O (2-chloro-5-(N-isopropylsulfamoyl)-benzoic acid), C(C)(C)NS(=O)(=O)C1=CC=C(C(C(=O)O)=C1)N (5-(N-isopropylsulfamoyl)-anthranilic acid). RXN SMILES: [CH:1]([NH:4][S:5]([C:8]1[CH:19]=[C:12]2[C:13]([O:15]C(=O)[NH:17][C:11]2=[CH:10][CH:9]=1)=[O:14])(=[O:7])=[O:6])([CH3:3])[CH3:2].[Cl:20]C1C=CC(S(Cl)(=O)=O)=CC=1C(O)=O>>[Cl:20][C:11]1[CH:10]=[CH:9][C:8]([S:5](=[O:7])(=[O:6])[NH:4][CH:1]([CH3:3])[CH3:2])=[CH:19][C:12]=1[C:13]([OH:15])=[O:14].[CH:1]([NH:4][S:5]([C:8]1[CH:19]=[C:12]([C:13]([OH:15])=[O:14])[C:11]([NH2:17])=[CH:10][CH:9]=1)(=[O:7])=[O:6])([CH3:3])[CH3:2]. Reported procedure: 5-(N-Isopropylsulfamoyl)-isatoic anhydride, which is to be used as the starting material, can be obtained, for example, in a manner analogous to that described in Example 1, using 2-chloro-5-chlorosulfonyl-benzoic acid as the starting material, the product being obtained via 2-chloro-5-(N-isopropylsulfamoyl)-benzoic acid with a melting point of 170°-173° and 5-(N-isopropylsulfamoyl)-anthranilic acid with a melting point of 230°-232°; the product melts at 235°-237°. The reactants are C[Li] (Methyllithium), COC=1C=C2CCCC(C2=CC1)=O (6-methoxy-1-tetralone). Solvent: C1CCOC1 (THF), C(C)(=O)OCC (ethyl acetate). The product is COC=1C=C2C=CCC(C2=CC1)C (6-Methoxy-1-methyl-1,2-dihydronaphthalene). Yield: 51.0%. Reaction SMILES: [CH3:1][Li].[CH3:3][O:4][C:5]1[CH:6]=[C:7]2[C:12](=[CH:13][CH:14]=1)[C:11](=O)[CH2:10][CH2:9][CH2:8]2>C1COCC1.C(OCC)(=O)C>[CH3:3][O:4][C:5]1[CH:6]=[C:7]2[C:12](=[CH:13][CH:14]=1)[CH:11]([CH3:1])[CH2:10][CH:9]=[CH:8]2. Procedure details: Methyllithium (1M solution in THF; 27 ml, 27 mmol) was added slowly to a solution of 6-methoxy-1-tetralone (3.16 g, 18 mmol) in THF (15 ml) under N2. The reaction mixture was allowed to react under N2 at RT overnight (12 h). It was then diluted with ethyl acetate and quenched with ice-cooled HCl (2M). The aqeous phase was extracted further with ethyl acetate, dried, and concentrated in vacuo. Chromatographic purification of the crude material on silica gel, using 5% ether in petroleum ether as e... The reactants are CC(C)(C)OC(=O)CC1CCN(CC(=O)O)C(=O)c2ccccc21, ClCCCl, ClCCl, NCc1ccc(NC(=O)NCc2ccccc2)cc1, CN(C)C=O. Product: CC(C)(C)OC(=O)CC1CCN(CC(=O)NCc2ccc(NC(=O)NCc3ccccc3)cc2)C(=O)c2ccccc21. Reaction SMILES: [C:1]([CH3:2])([CH3:3])([CH3:4])[O:5][C:6]([CH2:7][CH:8]1[CH2:9][CH2:10][N:11]([CH2:20][C:21](=[O:22])[OH:23])[C:12](=[O:19])[c:13]2[c:14]1[cH:15][cH:16][cH:17][cH:18]2)=[O:24].[CH2:25]([Cl:26])[CH2:27][Cl:28].[Cl:48][CH2:49][Cl:50].[NH2:29][CH2:30][c:31]1[cH:32][cH:33][c:34]([NH:37][C:38](=[O:39])[NH:40][CH2:41][c:42]2[cH:43][cH:44][cH:45][cH:46][cH:47]2)[cH:35][cH:36]1.[O:51]=[CH:52][N:53]([CH3:54])[CH3:55]>>[C:1]([CH3:2])([CH3:3])([CH3:4])[O:5][C:6]([CH2:7][CH:8]1[CH2:9][CH2:10][N:11]([CH2:20][C:21](=[O:22])[NH:29][CH2:30][c:31]2[cH:32][cH:33][c:34]([NH:37][C:38](=[O:39])[NH:40][CH2:41][c:42]3[cH:43][cH:44][cH:45][cH:46][cH:47]3)[cH:35][cH:36]2)[C:12](=[O:19])[c:13]2[c:14]1[cH:15][cH:16][cH:17][cH:18]2)=[O:24]. The reactants are Cc1ccc(C(=O)C(C)(C)Br)cc1, O=C([O-])[O-], Cc1cc(C)c(C)c(O)c1, CO, CS(C)=O, [K+], [K+], O. The product is Cc1ccc(C(=O)C(C)(C)Oc2cc(C)cc(C)c2C)cc1. As a reaction SMILES: [Br:1][C:2]([C:3](=[O:4])[c:5]1[cH:6][cH:7][c:8]([CH3:11])[cH:9][cH:10]1)([CH3:12])[CH3:13].[C:24](=[O:25])([O-:26])[O-:27].[CH3:14][c:15]1[cH:16][c:17]([CH3:18])[c:19]([CH3:20])[c:21]([OH:22])[cH:23]1.[CH3:30][OH:31].[CH3:32][S:33](=[O:34])[CH3:35].[K+:28].[K+:29].[OH2:36]>>[C:2]([C:3](=[O:4])[c:5]1[cH:6][cH:7][c:8]([CH3:11])[cH:9][cH:10]1)([CH3:12])([CH3:13])[O:22][c:21]1[c:19]([CH3:20])[c:17]([CH3:18])[cH:16][c:15]([CH3:14])[cH:23]1. Starting materials: C(C1=CC=CC=C1)OC1=C(C=C(C=C1)C=CCO)OC (3-(4-benzyloxy-3-methoxyphenyl)-2-propen-1-ol), N1N=CN=C1 (1,2,4-triazole). Product: C(C1=CC=CC=C1)OC1=C(C=C(C=C1)C=CCN1N=CN=C1)OC (1-[3-(4-benzyloxy-3-methoxyphenyl)-2-propenyl]-1,2,4-triazole). Yield: 34.0%. RXN SMILES: [CH2:1]([O:8][C:9]1[CH:14]=[CH:13][C:12]([CH:15]=[CH:16][CH2:17]O)=[CH:11][C:10]=1[O:19][CH3:20])[C:2]1[CH:7]=[CH:6][CH:5]=[CH:4][CH:3]=1.[NH:21]1[CH:25]=[N:24][CH:23]=[N:22]1>>[CH2:1]([O:8][C:9]1[CH:14]=[CH:13][C:12]([CH:15]=[CH:16][CH2:17][N:21]2[CH:25]=[N:24][CH:23]=[N:22]2)=[CH:11][C:10]=1[O:19][CH3:20])[C:2]1[CH:7]=[CH:6][CH:5]=[CH:4][CH:3]=1. Procedure: In substantially the same manner as in Reference Example 25, 3-(4-benzyloxy-3-methoxyphenyl)-2-propen-1-ol was allowed to react with 1,2,4-triazole to give 1-[3-(4-benzyloxy-3-methoxyphenyl)-2-propenyl]-1,2,4-triazole. The yield was 34%. Recrystallization from ethyl acetate-hexane gave colorless prisms, mp 70-72° C. The reactants are CCn1cc(-c2ccnc3[nH]c(C4=CCN(C(=O)OC(C)(C)C)CC4)cc23)c(-c2ccc(NC(=O)Nc3ccccc3)cc2)n1, C1COCCO1, Cl. Product: CCn1cc(-c2ccnc3[nH]c(C4=CCNCC4)cc23)c(-c2ccc(NC(=O)Nc3ccccc3)cc2)n1. Reaction SMILES: [CH2:1]([CH3:2])[n:3]1[n:4][c:5](-[c:30]2[cH:31][cH:32][c:33]([NH:36][C:37](=[O:38])[NH:39][c:40]3[cH:41][cH:42][cH:43][cH:44][cH:45]3)[cH:34][cH:35]2)[c:6](-[c:8]2[c:9]3[c:10]([n:11][cH:12][cH:13]2)[nH:14][c:15]([C:17]2=[CH:22][CH2:21][N:20]([C:23]([O:24][C:25]([CH3:26])([CH3:27])[CH3:28])=[O:29])[CH2:19][CH2:18]2)[cH:16]3)[cH:7]1.[CH2:47]1[O:48][CH2:49][CH2:50][O:51][CH2:52]1.[ClH:46]>>[CH2:1]([CH3:2])[n:3]1[n:4][c:5](-[c:30]2[cH:31][cH:32][c:33]([NH:36][C:37](=[O:38])[NH:39][c:40]3[cH:41][cH:42][cH:43][cH:44][cH:45]3)[cH:34][cH:35]2)[c:6](-[c:8]2[c:9]3[c:10]([n:11][cH:12][cH:13]2)[nH:14][c:15]([C:17]2=[CH:22][CH2:21][NH:20][CH2:19][CH2:18]2)[cH:16]3)[cH:7]1.